This data is from the Open Reaction Database (ORD), a public repository of structured organic reaction records. The task is: describe an organic reaction: reactants, conditions, products, and yield Reactants: C(C)OP(=O)(OCC)CC(=O)OCC (ethyl diethylphosphonoacetate), [H-].[Na+] (sodium hydride), BrC1=CC=C(O1)C=O (5-bromo-2-furaldehyde). The solvent is CN(C=O)C (N,N-dimethylformamide), CN(C=O)C (N,N-dimethylformamide). Run at time 15 minute. Product: BrC1=CC=C(O1)/C=C/C(=O)OCC (ethyl (2E)-3-(5-bromofuran-2-yl)prop-2-enoate). The yield is 95.8%. Reaction SMILES: C(OP([CH2:9][C:10]([O:12][CH2:13][CH3:14])=[O:11])(OCC)=O)C.[H-].[Na+].[Br:17][C:18]1[O:22][C:21]([CH:23]=O)=[CH:20][CH:19]=1>CN(C)C=O>[Br:17][C:18]1[O:22][C:21](/[CH:23]=[CH:9]/[C:10]([O:12][CH2:13][CH3:14])=[O:11])=[CH:20][CH:19]=1 |f:1.2|. Procedure: To a solution (200 ml) of ethyl diethylphosphonoacetate (10.5 g) in N,N-dimethylformamide was added sodium hydride (60% in oil, 1.87 g), and the mixture was stirred under a nitrogen atmosphere at room temperature for 15 min. To this solution was added a solution of 5-bromo-2-furaldehyde (7.45 g) in N,N-dimethylformamide (40 ml), and the mixture was stirred under a nitrogen atmosphere at room temperature for 1 hr. The reaction was quenched with saturated ammonium chloride solution (50 ml) and the... The reactants are Cc1nc(Cl)c([N+](=O)[O-])c(NCCCCO)c1C, [H-], [Na+], C1COCCO1, Oc1ccccc1. Product: Cc1nc(Oc2ccccc2)c([N+](=O)[O-])c(NCCCCO)c1C. Reaction SMILES: [Cl:10][c:11]1[n:12][c:13]([CH3:27])[c:14]([CH3:26])[c:15]([NH:20][CH2:21][CH2:22][CH2:23][CH2:24][OH:25])[c:16]1[N+:17](=[O:18])[O-:19].[H-:1].[Na+:2].[O:28]1[CH2:29][CH2:30][O:31][CH2:32][CH2:33]1.[OH:3][c:4]1[cH:5][cH:6][cH:7][cH:8][cH:9]1>>[O:3]([c:4]1[cH:5][cH:6][cH:7][cH:8][cH:9]1)[c:11]1[n:12][c:13]([CH3:27])[c:14]([CH3:26])[c:15]([NH:20][CH2:21][CH2:22][CH2:23][CH2:24][OH:25])[c:16]1[N+:17](=[O:18])[O-:19]. Reactants: C(C1=CC=CC=C1)N1C(CC(C2=CC=CC=C12)N(C(C)=O)C1=CC=CC=C1)C (N-(1-benzyl-2-methyl-1,2,3,4-tetrahydroquinolin-4-yl)-N-phenylacetamide), C(=O)[O-].[NH4+] (ammonium formate). The reagents and catalysts are [Pd] (palladium on activated carbon). Run in C(C)O (ethanol). Yields the product CC1NC2=CC=CC=C2C(C1)N(C(C)=O)C1=CC=CC=C1 (N-(2-methyl-1,2,3,4-tetrahydroquinolin-4-yl)-N-phenylacetamide). Yield: 105.7%. RXN SMILES: C([N:8]1[C:17]2[C:12](=[CH:13][CH:14]=[CH:15][CH:16]=2)[CH:11]([N:18]([C:22]2[CH:27]=[CH:26][CH:25]=[CH:24][CH:23]=2)[C:19](=[O:21])[CH3:20])[CH2:10][CH:9]1[CH3:28])C1C=CC=CC=1.C([O-])=O.[NH4+]>[Pd].C(O)C>[CH3:28][CH:9]1[CH2:10][CH:11]([N:18]([C:22]2[CH:27]=[CH:26][CH:25]=[CH:24][CH:23]=2)[C:19](=[O:21])[CH3:20])[C:12]2[C:17](=[CH:16][CH:15]=[CH:14][CH:13]=2)[NH:8]1 |f:1.2|. Procedure details: A solution of N-(1-benzyl-2-methyl-1,2,3,4-tetrahydroquinolin-4-yl)-N-phenylacetamide (50 mg) and ammonium formate (85 mg) and palladium on activated carbon 10% in ethanol (2 ml) were warmed to reflux for 1 hour. The solution was filtered on celite and the solvent was removed to afford N-(2-methyl-1,2,3,4-tetrahydroquinolin-4-yl)-N-phenylacetamide (40 mg). Starting materials: C(C)(C)(C)OC(=O)NOCC(=O)O (2-(tert-butoxycarbonylaminooxy)acetic acid), CN (methanamine), C(C)O (ethanol), CN1CCOCC1 (N-methylmorpholine), ClC(=O)OCC(C)C (isobutyl chloroformate). Solvent: C1CCOC1 (THF). Conditions: time 20 minute. The product is CNC(CONC(OC(C)(C)C)=O)=O (tert-butyl 2-(methylamino)-2-oxoethoxycarbamate). The yield is 72.7%. As a reaction SMILES: [C:1]([O:5][C:6]([NH:8][O:9][CH2:10][C:11]([OH:13])=O)=[O:7])([CH3:4])([CH3:3])[CH3:2].[CH3:14][N:15]1CCOCC1.ClC(OCC(C)C)=O.CN.C(O)C>C1COCC1>[CH3:14][NH:15][C:11](=[O:13])[CH2:10][O:9][NH:8][C:6](=[O:7])[O:5][C:1]([CH3:4])([CH3:3])[CH3:2]. Reported procedure: A solution of 2-(tert-butoxycarbonylaminooxy)acetic acid (87a, 1 g, 5.23 mmol) in anhydrous THF was chilled in an ice bath and N-methylmorpholine (863 μL, 7.85 mmol) and isobutyl chloroformate (746 μL, 5.75 mmol) were added sequentially. The mixture was stirred under an N2 atmosphere for 20 min. A 33 wt % solution of methanamine in ethanol (1.3 mL, 10.46 mmol) was added to the reaction which was subsequently allowed to warm to room temperature with stirring overnight. The THF was removed in vacu... Starting materials: Cl.N[C@@H](CCCN)C(=O)O (ornithine hydrochloride), C([C@H](O)[C@H](O)CO)O (erythritol), C(CC(O)(C(=O)O)CC(=O)O)(=O)O (citric acid). Run in O (water). Yields the product N[C@@H](CCCN)C(=O)O (Ornithine). Reaction SMILES: Cl.[NH2:2][C@H:3]([C:8]([OH:10])=[O:9])[CH2:4][CH2:5][CH2:6][NH2:7].C(O)[C@@H]([C@@H](CO)O)O.C(O)(=O)CC(CC(O)=O)(C(O)=O)O>O>[NH2:2][C@H:3]([C:8]([OH:10])=[O:9])[CH2:4][CH2:5][CH2:6][NH2:7] |f:0.1|. Procedure details: Each 1.28 kg of ornithine hydrochloride (Commercial name: L-ornithine hydrochloride, Kyowa Hakko Kogyo Co., Ltd.); 3 kg of erythritol (Nikken Kagaku Co., Ltd.); 0.05 kg of citric acid (Kyowa Hi Foods Co., Ltd.); 3 g of artificial sweetener; and 0.06 g of flavor were stirred and dissolved in 50 L of water at solution temperature 70° C. After the pH of the solution was adjusted to 3.3, the solution was sterilized using plate sterilization and filled into bottles. The bottle was sterilized using a ... Reactants: O (Water), N=1NC(N2C1C=CC=C2)=O (2H-[1,2,4]triazolo[4,3-a]pyridin-3-one), C(Br)C1CO1 (epibromohydrin), [H-].[Na+] (sodium hydride). Run at time 14 hour. The solvent is CN(C=O)C (N,N-dimethylformamide), C(C)(=O)OCC (ethyl acetate). As a reaction SMILES: [N:1]1[NH:2][C:3](=[O:10])[N:4]2[CH:9]=[CH:8][CH:7]=[CH:6][C:5]=12.[CH2:11]([CH:13]1[O:15][CH2:14]1)Br.[H-].[Na+].O>CN(C)C=O.C(OCC)(=O)C>[O:15]1[CH2:14][CH:13]1[CH2:11][N:2]1[C:3](=[O:10])[N:4]2[CH:9]=[CH:8][CH:7]=[CH:6][C:5]2=[N:1]1 |f:2.3|. Yields the product O1C(C1)CN1N=C2N(C=CC=C2)C1=O (2-Oxiranylmethyl-2H-[1,2,4]triazolo[4,3-a]pyridin-3-one). Procedure: After dissolving 2H-[1,2,4]triazolo[4,3-a]pyridin-3-one (CAS 6969-71-7) (1.0 g) and epibromohydrin (1.27 ml) in N,N-dimethylformamide (10 ml), sodium hydride (60% in oil) (326 mg) was added and the mixture was stirred at room temperature for 14 hours. Water was added to the reaction mixture, and extraction was performed with ethyl acetate. The organic layer was washed with water and brine in that order and then dried over anhydrous magnesium sulfate. After filtration, the solvent was distilled o... Reactants: CC1=CC=C(C=C1)N1CCNCC1 (1-(4-methylphenyl)piperazine), C1(=C(C=CC=C1)CN1CCN(CC1)C1=CC=CC=C1)C1=CC=CC=C1 (1-(biphenyl-2-ylmethyl)-4-phenylpiperazine), C1(=CC(=CC=C1)C=O)C1=CC=CC=C1 (biphenyl-3-carbaldehyde), [BH-](OC(=O)C)(OC(=O)C)OC(=O)C.[Na+] (NaBH(OAc)3). Product: C1(=CC(=CC=C1)CN1CCN(CC1)C1=CC=C(C=C1)C)C1=CC=CC=C1 (1-(biphenyl-3-ylmethyl)-4-(4-methylphenyl)piperazine). RXN SMILES: [CH3:1][C:2]1[CH:7]=[CH:6][C:5]([N:8]2[CH2:13][CH2:12][NH:11][CH2:10][CH2:9]2)=[CH:4][CH:3]=1.[C:14]1([C:22]2[CH:27]=[CH:26][CH:25]=[CH:24][CH:23]=2)[CH:19]=[CH:18][CH:17]=[C:16]([CH:20]=O)[CH:15]=1.[BH-](OC(C)=O)(OC(C)=O)OC(C)=O.[Na+].C1(C2C=CC=CC=2)C=CC=CC=1CN1CCN(C2C=CC=CC=2)CC1>>[C:14]1([C:22]2[CH:23]=[CH:24][CH:25]=[CH:26][CH:27]=2)[CH:19]=[CH:18][CH:17]=[C:16]([CH2:20][N:11]2[CH2:12][CH2:13][N:8]([C:5]3[CH:4]=[CH:3][C:2]([CH3:1])=[CH:7][CH:6]=3)[CH2:9][CH2:10]2)[CH:15]=1 |f:2.3|. Procedure: 54.3 mg of the target compound (0.16 mmol, 36.4%) was obtained using 1-(4-methylphenyl)piperazine (154.8 mg, 0.88 mmol), biphenyl-3-carbaldehyde (80 mg, 0.44 mmol) and NaBH(OAc)3 (283.8 mg, 1.32 mmol) according to the synthesis method of Compound 1.